Dataset: the Open Reaction Database (ORD), a public repository of structured organic reaction records. Task: describe an organic reaction: reactants, conditions, products, and yield Starting materials: Cc1ccc(C)c(C2CC(=O)c3c(C)ccnc3C2)c1, CCO, Cl, N=C(NN)NO, Cc1ccc(S(=O)(=O)[O-])cc1. The product is Cc1ccc(C)c(C2CC(=NNC(=N)NO)c3c(C)ccnc3C2)c1, Cl. As a reaction SMILES: [CH3:1][c:2]1[c:3]([CH:9]2[CH2:10][C:11](=[O:20])[c:12]3[c:13]([CH3:19])[cH:14][cH:15][n:16][c:17]3[CH2:18]2)[cH:4][c:5]([CH3:8])[cH:6][cH:7]1.[CH3:39][CH2:40][OH:41].[ClH:38].[NH2:21][NH:22][C:23](=[NH:24])[NH:25][OH:26].[c:27]1([CH3:28])[cH:29][cH:30][c:31]([S:32]([O-:33])(=[O:34])=[O:35])[cH:36][cH:37]1>>[CH3:1][c:2]1[c:3]([CH:9]2[CH2:10][C:11](=[N:21][NH:22][C:23](=[NH:24])[NH:25][OH:26])[c:12]3[c:13]([CH3:19])[cH:14][cH:15][n:16][c:17]3[CH2:18]2)[cH:4][c:5]([CH3:8])[cH:6][cH:7]1.[ClH:38]. The reactants are CC#N, [K+], [K+], N#Cc1c(-c2ccc(N)cc2)n(C2CC2)c2cc(O)ccc12, O=C([O-])[O-], Cc1ccc(S(=O)(=O)OC2CCCO2)cc1. Yields the product N#Cc1c(-c2ccc(N)cc2)n(C2CC2)c2cc(OC3CCCO3)ccc12. As a reaction SMILES: [CH3:45][C:46]#[N:47].[K+:23].[K+:24].[NH2:1][c:2]1[cH:3][cH:4][c:5](-[c:8]2[n:9]([CH:20]3[CH2:21][CH2:22]3)[c:10]3[cH:11][c:12]([OH:19])[cH:13][cH:14][c:15]3[c:16]2[C:17]#[N:18])[cH:6][cH:7]1.[O-:25][C:26]([O-:27])=[O:28].[O:29]1[CH:30]([O:34][S:35]([c:36]2[cH:37][cH:38][c:39]([CH3:40])[cH:41][cH:42]2)(=[O:43])=[O:44])[CH2:31][CH2:32][CH2:33]1>>[NH2:1][c:2]1[cH:3][cH:4][c:5](-[c:8]2[n:9]([CH:20]3[CH2:21][CH2:22]3)[c:10]3[cH:11][c:12]([O:19][CH:30]4[O:29][CH2:33][CH2:32][CH2:31]4)[cH:13][cH:14][c:15]3[c:16]2[C:17]#[N:18])[cH:6][cH:7]1. The reactants are C(C)OC(=O)C=1C2=C(C(=NC1)Cl)C(=CS2)COC2=C(C=CC(=C2)[N+](=O)[O-])C (4-chloro-3-(2-methyl-5-nitro-phenoxymethyl)-thieno[3,2-c]pyridine-7-carboxylic acid ethyl ester), [NH4+].[Cl-] (NH4Cl). Reagents/catalysts: [Zn] (Zinc). Solvent: O1CCOCC1 (1,4-dioxane), C1CCOC1 (THF), CN(C)C=O (DMF), O (water), C(C)(=O)OCC (ethyl acetate). Conditions: time 4 hour. The product is C(C)OC(=O)C=1C2=C(C=NC1)C(=CS2)COC2=C(C=CC(=C2)N)C (3-(5-amino-2-methyl-phenoxymethyl)-thieno[3,2-c]pyridine-7-carboxylic acid ethyl ester). Reaction SMILES: [CH2:1]([O:3][C:4]([C:6]1[C:7]2[S:15][CH:14]=[C:13]([CH2:16][O:17][C:18]3[CH:23]=[C:22]([N+:24]([O-])=O)[CH:21]=[CH:20][C:19]=3[CH3:27])[C:8]=2[C:9](Cl)=[N:10][CH:11]=1)=[O:5])[CH3:2].[NH4+].[Cl-]>O1CCOCC1.C1COCC1.CN(C=O)C.O.C(OCC)(=O)C.[Zn]>[CH2:1]([O:3][C:4]([C:6]1[C:7]2[S:15][CH:14]=[C:13]([CH2:16][O:17][C:18]3[CH:23]=[C:22]([NH2:24])[CH:21]=[CH:20][C:19]=3[CH3:27])[C:8]=2[CH:9]=[N:10][CH:11]=1)=[O:5])[CH3:2] |f:1.2|. Procedure: To a stirred solution of 4-chloro-3-(2-methyl-5-nitro-phenoxymethyl)-thieno[3,2-c]pyridine-7-carboxylic acid ethyl ester (815.2 mg, 2.00 mmol) (from Example 22 supra) in 1,4-dioxane (40 mL), THF (20 mL) and DMF (20 mL) was added NH4Cl (1.59 mg, 29.6 mmol) in water (12 mL). Zinc powder (948 mg, 14.5 mmol) was then added in several portions and the reaction was stirred at room temperature for a total of 4 hours. The resulting mixture was diluted with ethyl acetate (800 mL), washed with water (100 ... Starting materials: N#CC1CCCN1C(=O)CBr, NC12CCC(C(=O)OC3CCCCO3)(CC1)CC2. The product is N#CC1CCCN1C(=O)CNC12CCC(C(=O)OC3CCCCO3)(CC1)CC2. Reaction SMILES: [Br:19][CH2:20][C:21](=[O:22])[N:23]1[CH:24]([C:28]#[N:29])[CH2:25][CH2:26][CH2:27]1.[NH2:1][C:2]12[CH2:3][CH2:4][C:5]([C:10](=[O:11])[O:12][CH:13]3[O:14][CH2:15][CH2:16][CH2:17][CH2:18]3)([CH2:6][CH2:7]1)[CH2:8][CH2:9]2>>[NH:1]([C:2]12[CH2:3][CH2:4][C:5]([C:10](=[O:11])[O:12][CH:13]3[O:14][CH2:15][CH2:16][CH2:17][CH2:18]3)([CH2:6][CH2:7]1)[CH2:8][CH2:9]2)[CH2:20][C:21](=[O:22])[N:23]1[CH:24]([C:28]#[N:29])[CH2:25][CH2:26][CH2:27]1. Starting materials: [N+](=O)([O-])C=1C=C(C=CC1)S(=O)(=O)NCC1=CC=NC=C1 (3-nitro-N-(pyridin-4-ylmethyl)-benzenesulfonamide), S(=O)([O-])S(=O)[O-].[Na+].[Na+] (sodium dithionite), COC(C)O (methoxyethanol), ice water, C([O-])([O-])=O.[Na+].[Na+] (sodium carbonate), Cl (HCl). The solvent is O (water), O (water). Reaction conditions: temperature 70 celsius, time 20 minute. Yields the product NC=1C=C(C=CC1)S(=O)(=O)NCC1=CC=NC=C1 (3-Amino-N-pyridin-4-ylmethyl-benzenesulfonamide). The yield is 72.0%. As a reaction SMILES: [N+:1]([C:4]1[CH:5]=[C:6]([S:10]([NH:13][CH2:14][C:15]2[CH:20]=[CH:19][N:18]=[CH:17][CH:16]=2)(=[O:12])=[O:11])[CH:7]=[CH:8][CH:9]=1)([O-])=O.S(S([O-])=O)([O-])=O.[Na+].[Na+].COC(O)C.Cl.C(=O)([O-])[O-].[Na+].[Na+]>O>[NH2:1][C:4]1[CH:5]=[C:6]([S:10]([NH:13][CH2:14][C:15]2[CH:16]=[CH:17][N:18]=[CH:19][CH:20]=2)(=[O:12])=[O:11])[CH:7]=[CH:8][CH:9]=1 |f:1.2.3,6.7.8|. Procedure details: A mixture of 3-nitro-N-(pyridin-4-ylmethyl)-benzenesulfonamide [CAS No. 332942-34-4, commercially available] (1.23 g, 4.2 mmol), sodium dithionite (3.09 g, 15.1 mmol), water (10 ml) and 2 methoxyethanol (10 ml) was stirred at 100° C. for 2 h, additional water (7 ml) was added at 70° C. and subsequently HCl (37%, 7 ml) was added over a period of 10 min (SO2 evolution). The reaction mixture was stirred at 70° C. for 20 min, poured into ice/water (50 ml) and sodium carbonate was added until the sol...